This data is from the Open Reaction Database (ORD), a public repository of structured organic reaction records. The task is: describe an organic reaction: reactants, conditions, products, and yield Starting materials: CC(C(=O)O)C(=O)NCc1cc(F)ccc1F, CN1C(=O)C(N)c2ccccc2-c2ccccc21. The product is CC(C(=O)NCc1cc(F)ccc1F)C(=O)NC1C(=O)N(C)c2ccccc2-c2ccccc21. RXN SMILES: [CH3:19][CH:20]([C:21](=[O:22])[OH:23])[C:24](=[O:25])[NH:26][CH2:27][c:28]1[c:29]([F:35])[cH:30][cH:31][c:32]([F:34])[cH:33]1.[NH2:1][CH:2]1[c:3]2[c:4]([cH:15][cH:16][cH:17][cH:18]2)-[c:5]2[c:6]([cH:11][cH:12][cH:13][cH:14]2)[N:7]([CH3:10])[C:8]1=[O:9]>>[NH:1]([CH:2]1[c:3]2[c:4]([cH:15][cH:16][cH:17][cH:18]2)-[c:5]2[c:6]([cH:11][cH:12][cH:13][cH:14]2)[N:7]([CH3:10])[C:8]1=[O:9])[C:21]([CH:20]([CH3:19])[C:24](=[O:25])[NH:26][CH2:27][c:28]1[c:29]([F:35])[cH:30][cH:31][c:32]([F:34])[cH:33]1)=[O:22]. The reactants are Brc1cnc(I)nc1I, O=CO, [K+], N#C[S-]. Yields the product N#CSc1nc(I)ncc1Br. Reaction SMILES: [Br:1][c:2]1[c:3]([I:9])[n:4][c:5]([I:8])[n:6][cH:7]1.[CH:14]([OH:15])=[O:16].[K+:10].[S-:11][C:12]#[N:13]>>[Br:1][c:2]1[c:3]([S:11][C:12]#[N:13])[n:4][c:5]([I:8])[n:6][cH:7]1. The reactants are C#CCCCCC#C (Oct-1,7-diyne), BrCCCCOC1OCCCC1 (2-(4-bromobutoxy)-tetrahydropyran), C(CCCC#CCCCCCCCC#C)OC1OCCCC1 (2-(pentadeca-5,14-diynyloxy)tetrahydropyran). The product is C(CCCC#CCCCCC#C)OC1OCCCC1 (2-(dodeca-5,11-diynyloxy)tetrahydropyran). Isolated yield 65.0%. As a reaction SMILES: C#CCCCCC#C.BrCCCCOC1CCCCO1.[CH2:21]([O:36][CH:37]1[CH2:42][CH2:41][CH2:40][CH2:39][O:38]1)[CH2:22][CH2:23][CH2:24][C:25]#[C:26][CH2:27][CH2:28][CH2:29][CH2:30][CH2:31][CH2:32]CC#C>>[CH2:21]([O:36][CH:37]1[CH2:42][CH2:41][CH2:40][CH2:39][O:38]1)[CH2:22][CH2:23][CH2:24][C:25]#[C:26][CH2:27][CH2:28][CH2:29][CH2:30][C:31]#[CH:32]. Procedure: Oct-1,7-diyne (9.0 g, 84.9 mmol; G F Smith) was alkylated with 2-(4-bromobutoxy)-tetrahydropyran (15 g, 63.68 mmol) as described above for the synthesis of 2-(pentadeca-5,14-diynyloxy)tetrahydropyran to give 2-(dodeca-5,11-diynyloxy)tetrahydropyran (10.85 g, 65%) as a colorless oil. TLC: 10% EtOAc/hexanes, Rf≈0.6; 1H NMR (400 MHz, CDCl3) δ 4.57 (t, J=2.5 Hz, 1H), 3.82-3.87 (m, 1H), 3.70-3.77 (m, 1H), 3.46-3.51 (m, 1H), 3.36-3.42 (m, 1H), 2.14-2.20 (m, 6H), 1.93 (t, 1H, J=2.5 Hz), 1.46-1.72 (m, 1... Starting materials: B, C=CCC1(c2ccccc2)CCN(c2cccc(-c3ccc(F)cc3F)c2)C(=O)O1, C1CCOC1, C1CCOC1. The product is O=C1OC(CCCO)(c2ccccc2)CCN1c1cccc(-c2ccc(F)cc2F)c1. RXN SMILES: [BH3:31].[CH2:1]([CH:2]=[CH2:3])[C:4]1([c:25]2[cH:26][cH:27][cH:28][cH:29][cH:30]2)[CH2:5][CH2:6][N:7]([c:11]2[cH:12][c:13](-[c:17]3[c:18]([F:24])[cH:19][c:20]([F:23])[cH:21][cH:22]3)[cH:14][cH:15][cH:16]2)[C:8](=[O:10])[O:9]1.[CH2:32]1[CH2:35][CH2:34][CH2:33][O:36]1.[CH2:37]1[O:38][CH2:39][CH2:40][CH2:41]1>>[CH2:1]([CH2:2][CH2:3][OH:36])[C:4]1([c:25]2[cH:26][cH:27][cH:28][cH:29][cH:30]2)[CH2:5][CH2:6][N:7]([c:11]2[cH:12][c:13](-[c:17]3[c:18]([F:24])[cH:19][c:20]([F:23])[cH:21][cH:22]3)[cH:14][cH:15][cH:16]2)[C:8](=[O:10])[O:9]1. Reactants: CC1(C(C1C=C(Cl)Cl)(C(=O)OCC)C(=O)OCC)C (diethyl 2,2-dimethyl-3-(2',2'-dichlorovinyl)-cyclopropane-1,1-dicarboxylate), N12CCCCCC2=NCCC1 (1,8-diaza-bicyclo[5.4.0]undec-7-ene). Run in C=1(C(=CC=CC1)C)C (xylene). The product is CC1(C(C1C=C(Cl)Cl)C(=O)OCC)C (ethyl 2,2-dimethyl-3-(2',2'-dichlorovinyl)-cyclopropane-1-carboxylate). Yield: 34.1%. As a reaction SMILES: [CH3:1][C:2]1([CH3:19])[CH:4]([CH:5]=[C:6]([Cl:8])[Cl:7])[C:3]1(C(OCC)=O)[C:9]([O:11][CH2:12][CH3:13])=[O:10].N12CCCN=C1CCCCC2>C1(C)C(C)=CC=CC=1>[CH3:1][C:2]1([CH3:19])[CH:4]([CH:5]=[C:6]([Cl:7])[Cl:8])[CH:3]1[C:9]([O:11][CH2:12][CH3:13])=[O:10]. Reported procedure: 13 g of diethyl 2,2-dimethyl-3-(2',2'-dichlorovinyl)-cyclopropane-1,1-dicarboxylate were dissolved in 50 g of xylene (technical grade) and 30 g of 1,8-diaza-bicyclo[5.4.0]undec-7-ene were added. The mixture was then heated to the boil for 8 hours. After cooling, ice-cold dilute hydrochloric acid was added so that a neutral or weakly acid pH value resulted. The organic phase was separated off and dried with Na2SO4 and the xylene was distilled off in vacuo. The residue weighed 12.2 g. Fractional d... Reactants: O=C(Cl)COC(=O)c1ccccc1, CN1CCNCC1, c1ccccc1. The product is CN1CCN(C(=O)COC(=O)c2ccccc2)CC1, Cl. Reaction SMILES: [C:8]([c:9]1[cH:10][cH:11][cH:12][cH:13][cH:14]1)(=[O:15])[O:16][CH2:17][C:18](=[O:19])[Cl:20].[CH3:1][N:2]1[CH2:3][CH2:4][NH:5][CH2:6][CH2:7]1.[cH:21]1[cH:22][cH:23][cH:24][cH:25][cH:26]1>>[CH3:1][N:2]1[CH2:3][CH2:4][N:5]([C:18]([CH2:17][O:16][C:8]([c:9]2[cH:10][cH:11][cH:12][cH:13][cH:14]2)=[O:15])=[O:19])[CH2:6][CH2:7]1.[ClH:20]. The reactants are C(C)OC(CC1CN=C(S1)C=1NC2=C(C=C(C=C2C1)OC=1C=NC(=CC1)COC)OC1CCOCC1)=O (ethyl{2-[5-{[6-(methoxymethyl)pyridin-3-yl]oxy}-7-(tetrahydro-2H-pyran-4-yloxy)-1H-indol-2-yl]-4,5-dihydro-1,3-thiazol-5-yl}acetate), [OH-].[Na+] (sodium hydroxide), O1CCCC1 (tetrahydrofuran). Run in C(C)O (ethanol). Reaction conditions: time 1 hour. Yields the product COCC1=CC=C(C=N1)OC=1C=C2C=C(NC2=C(C1)OC1CCOCC1)C=1SC(CN1)CC(=O)O ({2-[5-{[6-(Methoxymethyl)pyridin-3-yl]oxy}-7-(tetrahydro-2H-pyran-4-yloxy)-1H-indol-2-yl]-4,5-dihydro-1,3-thiazol-5-yl}acetic acid). Yield: 71.1%. As a reaction SMILES: C([O:3][C:4](=[O:37])[CH2:5][CH:6]1[S:10][C:9]([C:11]2[NH:12][C:13]3[C:18]([CH:19]=2)=[CH:17][C:16]([O:20][C:21]2[CH:22]=[N:23][C:24]([CH2:27][O:28][CH3:29])=[CH:25][CH:26]=2)=[CH:15][C:14]=3[O:30][CH:31]2[CH2:36][CH2:35][O:34][CH2:33][CH2:32]2)=[N:8][CH2:7]1)C.[OH-].[Na+].O1CCCC1>C(O)C>[CH3:29][O:28][CH2:27][C:24]1[N:23]=[CH:22][C:21]([O:20][C:16]2[CH:17]=[C:18]3[C:13](=[C:14]([O:30][CH:31]4[CH2:36][CH2:35][O:34][CH2:33][CH2:32]4)[CH:15]=2)[NH:12][C:11]([C:9]2[S:10][CH:6]([CH2:5][C:4]([OH:37])=[O:3])[CH2:7][N:8]=2)=[CH:19]3)=[CH:26][CH:25]=1 |f:1.2|. Procedure: A mixture of ethyl{2-[5-{[6-(methoxymethyl)pyridin-3-yl]oxy}-7-(tetrahydro-2H-pyran-4-yloxy)-1H-indol-2-yl]-4,5-dihydro-1,3-thiazol-5-yl}acetate (1.04 g), 1M aqueous sodium hydroxide solution (6 mL), tetrahydrofuran (10 mL), and ethanol (10 mL) was stirred at room temperature for 1 hr. The reaction solution was concentrated under reduced pressure, water was added, and the mixture was washed with ethyl acetate. The aqueous layer was neutralized with 1M hydrochloric acid, and the mixture was extra...